Dataset: the Open Reaction Database (ORD), a public repository of structured organic reaction records. Task: describe an organic reaction: reactants, conditions, products, and yield The reactants are NC1=NN=C(S1)S(=O)(=O)N (5-amino-1,3,4-thiadiazole-2-sulfonamide), IC1=CC=C(C(=O)Cl)C=C1 (4-iodobenzoyl chloride). Run in N1=CC=CC=C1 (pyridine). Run at time 8 hour. Product: IC1=CC=C(C(=O)NC=2SC(=NN2)S(N)(=O)=O)C=C1 (4-iodo-N-(5-sulfamoyl-1,3,4-thiadiazol-2-yl)benzamide). Isolated yield 13.3%. RXN SMILES: [NH2:1][C:2]1[S:6][C:5]([S:7]([NH2:10])(=[O:9])=[O:8])=[N:4][N:3]=1.[I:11][C:12]1[CH:20]=[CH:19][C:15]([C:16](Cl)=[O:17])=[CH:14][CH:13]=1>N1C=CC=CC=1>[I:11][C:12]1[CH:20]=[CH:19][C:15]([C:16]([NH:1][C:2]2[S:6][C:5]([S:7](=[O:9])(=[O:8])[NH2:10])=[N:4][N:3]=2)=[O:17])=[CH:14][CH:13]=1. Procedure: To a solution of 5-amino-1,3,4-thiadiazole-2-sulfonamide (0.133 g, 0.50 mmol) in pyridine (5.0 mL) was added 4-iodobenzoyl chloride (0.162 g, 0.75 mmol). The reaction mixture was stirred at room temperature for overnight under nitrogen. Solvent was concentrated and water (60 mL) was added the mixture. The precipitated sulfonamide was filtered and dried over vacuum to give desired compound (27.3 mg, 13%) as a white solid.